This data is from the Open Reaction Database (ORD), a public repository of structured organic reaction records. The task is: describe an organic reaction: reactants, conditions, products, and yield Reaction SMILES: OC(CCCCCC)/C=C/[CH:5]1[CH:9]([CH:10]([CH3:12])[CH3:11])[CH2:8][C:7](=[O:13])[CH:6]1[CH2:14][CH2:15][CH2:16][CH2:17][CH2:18][CH2:19][CH2:20]C(O)=O.[C:30]([O:34][C:35](=[O:38])[CH2:36][CH3:37])(=O)[CH2:31][CH3:32].C([O:42][C:43](=[O:45])C)(=O)C>>[C:35]([O:34][CH:30]([CH2:10][CH2:9][CH2:5][CH2:6][CH2:7][CH3:8])[CH:31]=[CH:32][CH:5]1[CH:9]([CH:10]([CH3:11])[CH3:12])[CH2:8][C:7](=[O:13])[CH:6]1[CH:14]([CH2:15][CH2:16][CH2:17][CH2:18][CH2:19][CH3:20])[C:43]([OH:42])=[O:45])(=[O:38])[CH2:36][CH3:37]. Product: C(CC)(=O)OC(C=CC1C(C(CC1C(C)C)=O)C(C(=O)O)CCCCCC)CCCCCC ((2-(3-propionoxy-1-nonenyl)-3-isopropyl-5-oxocyclopentyl]octanoic acid). Reactants: anhydride, OC(/C=C/C1C(C(CC1C(C)C)=O)CCCCCCCC(=O)O)CCCCCC (trans-8-[2-(3-hydroxy-1-nonenyl)-3-isopropyl-5-oxocyclopentyl]octanoic acid), lower alkanoyl, lower alkanoyl, C(CC)(=O)OC(CC)=O (propionic anhydride), C(C)(=O)OC(C)=O (acetic anhydride). Reported procedure: In the same manner but using the appropriate choice of compound of formula I (R1 =H) and lower alkanoic anhydride, then other compounds of formula I (R= lower alkanoyl and if R2 is CH2OR3 then R3 is lower alkanoyl) are prepared. For example the choice of trans-8-[2-(3-hydroxy-1-nonenyl)-3-isopropyl-5-oxocyclopentyl]octanoic acid (Example 144) and propionic anhydride instead of the compound of formula I and acetic anhydride noted in the procedure of this Example, give trans-8-[(2-(3-propionoxy-1-... Starting materials: CI, CC(=O)O, Cl, [Mg], O, O=C(O)C(=O)c1ccc2c(c1)Cc1ccccc1-2. Yields the product CC(O)(C(=O)O)c1ccc2c(c1)Cc1ccccc1-2. As a reaction SMILES: [CH3:20][I:21].[CH3:23][C:24](=[O:25])[OH:26].[ClH:22].[Mg:19].[OH2:27].[cH:1]1[c:2]([C:14]([C:15](=[O:16])[OH:17])=[O:18])[cH:3][cH:4][c:5]2[c:13]1[CH2:12][c:11]1[c:6]-2[cH:7][cH:8][cH:9][cH:10]1>>[cH:1]1[c:2]([C:14]([C:15](=[O:16])[OH:17])([OH:18])[CH3:20])[cH:3][cH:4][c:5]2[c:13]1[CH2:12][c:11]1[c:6]-2[cH:7][cH:8][cH:9][cH:10]1. The reactants are II (iodine), FC1=NC=C(C=C1)C (2-fluoro-5-methyl-pyridine), resultant mixture. The solvent is C1CCOC1 (THF), C1CCOC1 (THF). Conditions: time 2 hour. The product is FC1=NC=C(C=C1I)C (2-fluoro-3-iodo-5-methylpyridine). Isolated yield 66.1%. Reaction SMILES: [F:1][C:2]1[CH:7]=[CH:6][C:5]([CH3:8])=[CH:4][N:3]=1.[I:9]I>C1COCC1>[F:1][C:2]1[C:7]([I:9])=[CH:6][C:5]([CH3:8])=[CH:4][N:3]=1. Procedure: A solution of 2-fluoro-5-methyl-pyridine (1.0 g, 9.000 mmol) in dry THF (10 mL) was added dropwise and the solution was stirred at this temp for 2 hours. A solution of iodine (2.284 g, 463.3 μL, 9.000 mmol) in THF (10 mL) was then added and the resultant mixture stirred for a further 1 hour at this temp before being quenched with water. The resulting mixture was partitioned between sodium thiosulfate solution and Et2O, organics separated and washed further with saturated NaCl. The combined organ... Starting materials: CC(C)(C)OC(=O)N1CC2CN(c3cncc(C(=O)O)c3)CC2C1, NC1CCc2ccccc21. Product: CC(C)(C)OC(=O)N1CC2CN(c3cncc(C(=O)NC4CCc5ccccc54)c3)CC2C1. RXN SMILES: [C:1]([CH3:2])([CH3:3])([CH3:4])[O:5][C:6](=[O:7])[N:8]1[CH2:9][CH:10]2[CH:11]([CH2:12]1)[CH2:13][N:14]([c:16]1[cH:17][n:18][cH:19][c:20]([C:21](=[O:22])[OH:23])[cH:24]1)[CH2:15]2.[NH2:25][CH:26]1[CH2:27][CH2:28][c:29]2[cH:30][cH:31][cH:32][cH:33][c:34]21>>[C:1]([CH3:2])([CH3:3])([CH3:4])[O:5][C:6](=[O:7])[N:8]1[CH2:9][CH:10]2[CH:11]([CH2:12]1)[CH2:13][N:14]([c:16]1[cH:17][n:18][cH:19][c:20]([C:21](=[O:23])[NH:25][CH:26]3[CH2:27][CH2:28][c:29]4[cH:30][cH:31][cH:32][cH:33][c:34]43)[cH:24]1)[CH2:15]2.